This data is from the Open Reaction Database (ORD), a public repository of structured organic reaction records. The task is: describe an organic reaction: reactants, conditions, products, and yield Reactants: C(C)NCC (diethylamine), C(C1=CC=CC=C1)OC=1C=C(C(=O)Cl)C=CC1OC (3-benzyloxy-4-methoxy-benzoyl chloride). Run in C(Cl)Cl (methylene chloride), C(Cl)Cl (CH2Cl2). Product: C(C1=CC=CC=C1)OC=1C=C(C(=O)N(CC)CC)C=CC1OC (3-benzyloxy-N,N-diethyl-4-methoxy-benzamide). Isolated yield 90.7%. As a reaction SMILES: [CH2:1]([NH:3][CH2:4][CH3:5])[CH3:2].[CH2:6]([O:13][C:14]1[CH:15]=[C:16]([CH:20]=[CH:21][C:22]=1[O:23][CH3:24])[C:17](Cl)=[O:18])[C:7]1[CH:12]=[CH:11][CH:10]=[CH:9][CH:8]=1>C(Cl)Cl>[CH2:6]([O:13][C:14]1[CH:15]=[C:16]([CH:20]=[CH:21][C:22]=1[O:23][CH3:24])[C:17]([N:3]([CH2:4][CH3:5])[CH2:1][CH3:2])=[O:18])[C:7]1[CH:12]=[CH:11][CH:10]=[CH:9][CH:8]=1. Procedure details: A solution of diethylamine (548 ml, 5.3 moles) in CH2Cl2 (452 ml) was added dropwise to a solution of 3-benzyloxy-4-methoxy-benzoyl chloride (146.66 g, 0.53 moles), obtained as described in example 30, in methylene chloride (640 ml), at 0° C. under nitrogen, at constant temperature. At the end the temperature was left to arise to the room value. After 2 hours the mixture was evaporated, taken up with ethyl acetate and washed with water. The organic phase was dried and concentrated to give a soli... Starting materials: CCO, N#Cc1ccc(F)c2cc[nH]c12, [K+], [OH-], O. Yields the product O=C(O)c1ccc(F)c2cc[nH]c12. RXN SMILES: [CH3:16][CH2:17][OH:18].[F:3][c:4]1[c:5]2[cH:6][cH:7][nH:8][c:9]2[c:10]([C:13]#[N:14])[cH:11][cH:12]1.[K+:2].[OH-:1].[OH2:15]>>[O:1]=[C:13]([c:10]1[c:9]2[c:5]([c:4]([F:3])[cH:12][cH:11]1)[cH:6][cH:7][nH:8]2)[OH:15]. The reactants are C(C)(C)(C)C1=CC(=NO1)NC(C(C)(C)S(=O)(=O)C=1C=NC(=CC1)Cl)=O (N-(5-tert-butyl-isoxazol-3-yl)-2-(6-chloro-pyridine-3-sulfonyl)-2-methyl-propionamide), C[O-].[Na+] (sodium methoxide). The solvent is CO (methanol). Run at temperature 60 celsius. The product is C(C)(C)(C)C1=CC(=NO1)NC(C(C)(C)S(=O)(=O)C=1C=NC(=CC1)OC)=O (N-(5-tert-butyl-isoxazol-3-yl)-2-(6-methoxy-pyridine-3-sulfonyl)-2-methyl-propionamide). Yield: 31.5%. Reaction SMILES: [C:1]([C:5]1[O:9][N:8]=[C:7]([NH:10][C:11](=[O:25])[C:12]([S:15]([C:18]2[CH:19]=[N:20][C:21](Cl)=[CH:22][CH:23]=2)(=[O:17])=[O:16])([CH3:14])[CH3:13])[CH:6]=1)([CH3:4])([CH3:3])[CH3:2].[CH3:26][O-:27].[Na+]>CO>[C:1]([C:5]1[O:9][N:8]=[C:7]([NH:10][C:11](=[O:25])[C:12]([S:15]([C:18]2[CH:19]=[N:20][C:21]([O:27][CH3:26])=[CH:22][CH:23]=2)(=[O:17])=[O:16])([CH3:14])[CH3:13])[CH:6]=1)([CH3:4])([CH3:3])[CH3:2] |f:1.2|. Procedure: To a solution of 115 mg (0.30 mmol) N-(5-tert-butyl-isoxazol-3-yl)-2-(6-chloro-pyridine-3-sulfonyl)-2-methyl-propionamide in methanol (3 mL) were added 0.14 mL (0.6 mmol, 25 wt % solution in methanol) of sodium methoxide solution. The reaction mixture was heated in a sealed tube to 60° C. for 4 h. The solution was concentrated under reduced pressure and the residue purified by column chromatography (silica, eluent DCM, 0-20% ethyl acetate) to afford 36 mg of N-(5-tert-butyl-isoxazol-3-yl)-2-(6-m... Reactants: C(C)[SiH](CC)CC (triethylsilane), 3-methyl-3-cephem-4-carboxylic acids, CC(=O)OCC1=C(N2[C@@H]([C@@H](C2=O)N)SC1)C(=O)O (7-aminocephalosporanic acid), CC(=O)OCC1=C(N2[C@@H](CC2=O)SC1)C(=O)O (cephalosporanic acid), tri(C1 -C6 alkyl)silane, B(F)(F)F (boron trifluoride). The solvent is FC(C(=O)O)(F)F (trifluoroacetic acid). The product is CC1=C(N2[C@@H]([C@@H](C2=O)N)SC1)C(=O)O (7-aminodesacetoxycephalosporanic acid). As a reaction SMILES: CC(OCC1CS[C@@H]2CC(=O)N2C=1C(O)=O)=O.CC(O[CH2:22][C:23]1[CH2:32][S:31][C@@H:26]2[C@H:27]([NH2:30])[C:28](=[O:29])[N:25]2[C:24]=1[C:33]([OH:35])=[O:34])=O.C([SiH](CC)CC)C.B(F)(F)F>FC(F)(F)C(O)=O>[CH3:22][C:23]1[CH2:32][S:31][C@@H:26]2[C@H:27]([NH2:30])[C:28](=[O:29])[N:25]2[C:24]=1[C:33]([OH:35])=[O:34]. Procedure details: 7-Amino- and 7-(N,N-disubstituted)aminocephalosporanic acids are converted to the corresponding 3-methyl-3-cephem-4-carboxylic acids by reacting the cephalosporanic acid with a tri(C1 -C6 alkyl)silane in the presence of an organic acid having a pKa of <1.5 and a Lewis acid. For example, 7-aminocephalosporanic acid (7-ACA) is reacted with triethylsilane in trifluoroacetic acid in the presence of boron trifluoride to provide 7-aminodesacetoxycephalosporanic acid (7-ADCA). Starting materials: ClCCl, CCN=C=NCCCN(C)C, Cc1ccccc1S(N)(=O)=O, CN(C)c1ccncc1, CN(C)C=O, CO, Cl, COc1cc(C(=O)O)ccc1Cn1cc(C=CC(=O)N2CCCC2)c2ccc(C=CC(=O)N3CCCC3)cc21. The product is COc1cc(C(=O)NS(=O)(=O)c2ccccc2C)ccc1Cn1cc(C=CC(=O)N2CCCC2)c2ccc(C=CC(=O)N3CCCC3)cc21. As a reaction SMILES: [CH2:77]([Cl:78])[Cl:79].[CH3:41][N:42]([CH3:43])[CH2:44][CH2:45][CH2:46][N:47]=[C:48]=[N:49][CH2:50][CH3:51].[CH3:52][c:53]1[c:54]([S:59](=[O:60])(=[O:61])[NH2:62])[cH:55][cH:56][cH:57][cH:58]1.[CH3:63][N:64]([CH3:65])[c:66]1[cH:67][cH:68][n:69][cH:70][cH:71]1.[CH3:72][N:73]([CH3:74])[CH:75]=[O:76].[CH3:80][OH:81].[ClH:40].[O:1]=[C:2]([CH:3]=[CH:4][c:5]1[cH:6][n:7]([CH2:23][c:24]2[c:25]([O:33][CH3:34])[cH:26][c:27]([C:28](=[O:29])[OH:30])[cH:31][cH:32]2)[c:8]2[cH:9][c:10]([CH:14]=[CH:15][C:16](=[O:17])[N:18]3[CH2:19][CH2:20][CH2:21][CH2:22]3)[cH:11][cH:12][c:13]12)[N:35]1[CH2:36][CH2:37][CH2:38][CH2:39]1>>[O:1]=[C:2]([CH:3]=[CH:4][c:5]1[cH:6][n:7]([CH2:23][c:24]2[c:25]([O:33][CH3:34])[cH:26][c:27]([C:28](=[O:30])[NH:62][S:59]([c:54]3[c:53]([CH3:52])[cH:58][cH:57][cH:56][cH:55]3)(=[O:60])=[O:61])[cH:31][cH:32]2)[c:8]2[cH:9][c:10]([CH:14]=[CH:15][C:16](=[O:17])[N:18]3[CH2:19][CH2:20][CH2:21][CH2:22]3)[cH:11][cH:12][c:13]12)[N:35]1[CH2:36][CH2:37][CH2:38][CH2:39]1.